The task is: describe an organic reaction: reactants, conditions, products, and yield. This data is from the Open Reaction Database (ORD), a public repository of structured organic reaction records. Reactants: BrC1=CC=C(C=C1)C=1CCC(NN1)=O (6-(p-bromophenyl)-4,5-dihydro-3(2H)-pyridazinone), C(C)(=O)O (acetic acid), ice, C(C)(=O)O (acetic acid), BrBr (bromine). The solvent is O (water). Run at time 0.5 hour. The product is BrC1=CC=C(C=C1)C=1C=CC(NN1)=O (6-(p-bromophenyl)-3(2H)-pyridazinone). As a reaction SMILES: [Br:1][C:2]1[CH:7]=[CH:6][C:5]([C:8]2[CH2:9][CH2:10][C:11](=[O:14])[NH:12][N:13]=2)=[CH:4][CH:3]=1.C(O)(=O)C.BrBr>O>[Br:1][C:2]1[CH:7]=[CH:6][C:5]([C:8]2[CH:9]=[CH:10][C:11](=[O:14])[NH:12][N:13]=2)=[CH:4][CH:3]=1. Procedure: A mixture of 86.3 g of 6-(p-bromophenyl)-4,5-dihydro-3(2H)-pyridazinone (prepared as described in Example 5 of U.S. Pat. No. 3,689,652) in 500 ml. of glacial acetic acid is heated to 80° C. with continuous stirring. A solution of 60 g. (19.2 ml) of bromine in 80 ml. of acetic acid is added dropwise at 75°-80° C. over a period of 1 hour. The mixture is heated with stirring on a steam bath for 1/2 hour more and then poured into 3 liters of cracked ice and water. The white solid is collected by fil... Starting materials: C1CCOC1, CO, C=CCC(c1ccc(Cl)cc1)C(CCC)c1ccc(C(=O)OCCCC)cc1, [Li+], [OH-], O, O. Product: C=CCC(c1ccc(Cl)cc1)C(CCC)c1ccc(C(=O)O)cc1. Reaction SMILES: [CH2:32]1[O:33][CH2:34][CH2:35][CH2:36]1.[CH3:37][OH:38].[Cl:1][c:2]1[cH:3][cH:4][c:5]([CH:8]([CH:9]([CH2:10][CH2:11][CH3:12])[c:13]2[cH:14][cH:15][c:16]([C:17](=[O:18])[O:19][CH2:20][CH2:21][CH2:22][CH3:23])[cH:24][cH:25]2)[CH2:26][CH:27]=[CH2:28])[cH:6][cH:7]1.[Li+:31].[OH-:30].[OH2:29].[OH2:39]>>[Cl:1][c:2]1[cH:3][cH:4][c:5]([CH:8]([CH:9]([CH2:10][CH2:11][CH3:12])[c:13]2[cH:14][cH:15][c:16]([C:17](=[O:18])[OH:19])[cH:24][cH:25]2)[CH2:26][CH:27]=[CH2:28])[cH:6][cH:7]1.